From a dataset of the Open Reaction Database (ORD), a public repository of structured organic reaction records. describe an organic reaction: reactants, conditions, products, and yield Starting materials: C1(=CC=CC=C1)CCBr (2-phenylethyl bromide), [Na] (sodium), C(CC(=O)C)(=O)OCC (ethyl acetoacetate), [Na] (sodium). The solvent is C(C)O (ethanol). Conditions: time 5 hour. The product is C1(=CC=CC=C1)CCCC(C)=O (5-Phenyl-2-pentanone). Reaction SMILES: [Na].C(OCC)(=O)[CH2:3][C:4]([CH3:6])=[O:5].[C:11]1([CH2:17][CH2:18]Br)[CH:16]=[CH:15][CH:14]=[CH:13][CH:12]=1>C(O)C>[C:11]1([CH2:17][CH2:18][CH2:3][C:4](=[O:5])[CH3:6])[CH:16]=[CH:15][CH:14]=[CH:13][CH:12]=1 |^1:0|. Procedure details: According to reference F. C. Montgomery, W. H. Saunders, Jr. J. Org. Chem. 1976, 41, 2368-72, 7.6 g of sodium are added to 200 ml of absolute ethanol. Once the sodium has dissolved, 43 g (0.33 mol) of ethyl acetoacetate are added dropwise within an hour, the mixture refluxed for 1 hour, 65 g of 2-phenylethyl bromide are slowly added dropwise and the mixture is refluxed again (21 hours). After cooling and filtration, the mixture is distilled. The product is first heated for 5 h to 90° C. with 350...